This data is from the Open Reaction Database (ORD), a public repository of structured organic reaction records. The task is: describe an organic reaction: reactants, conditions, products, and yield Isolated yield 98.1%. Product: CC1=C(C=C(O)C=C1)O (4-Methylresorcinol). The reagents and catalysts are [Pd] (Palladium on carbon). The solvent is CC(C)O (2-propanol). Reported procedure: 2,4-Dihyroxybenzaldehyde (33.97 gm, 0.246 mol) (recrystallized from toluene) was dissolved in spectroscopic grade 2-propanol (3 L) in a round bottom flask fitted with a gas inlet and a bubbler outlet. 10% Palladium on carbon (1.35 gm) was added followed by phosphoric acid (3mL) and the mixture was sparaged with nitrogen. The nitrogen flow was switched to hydrogen and the mixture was rapidly stirred with ice cooling. After 3 hours hydrogen uptake was complete and the catalyst was removed by filtr... RXN SMILES: [OH:1][C:2]1[CH:9]=[C:8]([OH:10])[CH:7]=[CH:6][C:3]=1[CH:4]=O.P(=O)(O)(O)O.[H][H]>CC(O)C.[Pd]>[CH3:4][C:3]1[CH:6]=[CH:7][C:8]([OH:10])=[CH:9][C:2]=1[OH:1]. Reactants: P(O)(O)(O)=O (phosphoric acid), [H][H] (hydrogen), OC1=C(C=O)C=CC(=C1)O (2,4-Dihyroxybenzaldehyde), [H][H] (hydrogen). Reactants: COC(CC1CN(C(C1)C1=CC=C(C=C1)C(F)(F)F)CC1=CC=C(C=C1)C(F)(F)F)=O (Methyl{1-[4-(trifluoromethyl)benzyl]-5-[4-(trifluoromethyl)phenyl]pyrrolidin-3-yl}acetate), [OH-].[Na+] (NaOH). The solvent is CO (methanol). Reaction conditions: temperature 60 celsius. The product is FC(C1=CC=C(CN2C[C@@H](C[C@@H]2C2=CC=C(C=C2)C(F)(F)F)CC(=O)O)C=C1)(F)F ((±)-{(3S*,5R*)-1-[4-(Trifluoromethyl)benzyl]-5-[4-(trifluoromethyl)phenyl]pyrrolidin-3-yl}acetic acid). Reaction SMILES: C[O:2][C:3](=[O:31])[CH2:4][CH:5]1[CH2:9][CH:8]([C:10]2[CH:15]=[CH:14][C:13]([C:16]([F:19])([F:18])[F:17])=[CH:12][CH:11]=2)[N:7]([CH2:20][C:21]2[CH:26]=[CH:25][C:24]([C:27]([F:30])([F:29])[F:28])=[CH:23][CH:22]=2)[CH2:6]1.[OH-].[Na+]>CO>[F:29][C:27]([F:28])([F:30])[C:24]1[CH:25]=[CH:26][C:21]([CH2:20][N:7]2[C@@H:8]([C:10]3[CH:11]=[CH:12][C:13]([C:16]([F:18])([F:19])[F:17])=[CH:14][CH:15]=3)[CH2:9][C@@H:5]([CH2:4][C:3]([OH:31])=[O:2])[CH2:6]2)=[CH:22][CH:23]=1 |f:1.2|. Procedure: The ester from Step 5 (240 mg, 0.53 mmol) was dissolved in methanol (2 mL) and NaOH (0.67 mL, 2.65 mmol) was added. The mixture was heated at 60° C. for 2 h. then cooled, evaporated, neutralised with HCl (aq.) and extracted into CH2Cl2. The organic extracts were pooled, washed with water, brine and dried (MgSO4) and evaporated. The residue was purified on silica using 10-100% ethyl acetate in iso-hexane as eluant. The reactants are CN1N=CN=C1COCC=1C=C(C=CC1)NC1=C(C=C(C=C1)C(F)(F)F)[N+](=O)[O-] ([3-(2-Methyl-2H-[1,2,4]triazol-3-ylmethoxymethyl)-phenyl]-(2-nitro-4-trifluoromethyl-phenyl)-amine), [H][H] (hydrogen), resultant mixture. The reagents and catalysts are O=[Pt]=O (platinium oxide). The solvent is C(C)O (ethanol). The product is CN1N=CN=C1COCC=1C=C(C=CC1)NC=1C(=CC(=CC1)C(F)(F)F)N (N1-[3-(2-Methyl-2H-[1,2,4]triazol-3-ylmethoxymethyl)-phenyl]-4-trifluoromethyl-benzene-1,2-diamine). As a reaction SMILES: [CH3:1][N:2]1[C:6]([CH2:7][O:8][CH2:9][C:10]2[CH:11]=[C:12]([NH:16][C:17]3[CH:22]=[CH:21][C:20]([C:23]([F:26])([F:25])[F:24])=[CH:19][C:18]=3[N+:27]([O-])=O)[CH:13]=[CH:14][CH:15]=2)=[N:5][CH:4]=[N:3]1.[H][H]>C(O)C.O=[Pt]=O>[CH3:1][N:2]1[C:6]([CH2:7][O:8][CH2:9][C:10]2[CH:11]=[C:12]([NH:16][C:17]3[C:18]([NH2:27])=[CH:19][C:20]([C:23]([F:25])([F:24])[F:26])=[CH:21][CH:22]=3)[CH:13]=[CH:14][CH:15]=2)=[N:5][CH:4]=[N:3]1. Reported procedure: To a solution of 19a (0.6 g, 1.5 mmol) in ethanol (20 ml) was added platinium oxide (0.15 g) and the resultant mixture was hydrogenated at ambient pressure until the hydrogen uptake had ceased. Filtration through celite and concentration of the filtrate in vacuo left 20a, which was taken directly into the next step. The following compounds were prepared in analogy herewith: N1-[3-(2-Ethyl-2H-[1,2,4]triazol-3-ylmethoxymethyl)-phenyl]-4-trifluoromethyl-benzene-1,2-diamine (20b) from 19b 4-Methyl-N... Reactants: [K] (potassium), CC1(C(C1C(=O)O)(Br)C)Br (dimethyldibromocyclopropanecarboxylic acid), BrCC1=C(C=CC=C1)C(C(=O)OC)=COC (methyl alpha- (2-bromomethylphenyl ) -beta-methoxyacrylate), CC1(C(C1(Br)Br)C)C(=O)OCC (ethyl 1,2-dimethyl-3,3-dibromocyclopropanecarboxylate), CC1(C(C1(Br)Br)C)C(=O)OCC (ethyl 1,2-dimethyl-3,3-dibromocyclopropanecarboxylate), [OH-].[K+] (potassium hydroxide). The solvent is CN1C(CCC1)=O (N-methylpyrrolidone), C(C)O (ethanol). Product: CC(C1=C(C=CC=C1)C(C(=O)OC)=COC)OC(=O)C1C(C1(Br)Br)C (Methyl alpha- [2- (1,2-dimethyl-3,3-dibromocyclopropylcarbonyloxymethyl) -phenyl ]-beta-methoxyacrylate). Yield: 32.0%. RXN SMILES: C[C:2]1([C:8]([O:10][CH2:11][CH3:12])=[O:9])[C:4]([Br:6])([Br:5])[CH:3]1[CH3:7].[OH-].[K+].[K].[CH3:16]C1(Br)C(C(O)=O)C1(C)Br.BrC[C:28]1[CH:33]=[CH:32][CH:31]=C[C:29]=1[C:34](=[CH:39][O:40][CH3:41])[C:35]([O:37][CH3:38])=[O:36]>C(O)C.CN1CCCC1=O>[CH3:16][CH:11]([O:10][C:8]([CH:2]1[C:4]([Br:5])([Br:6])[CH:3]1[CH3:7])=[O:9])[C:12]1[CH:31]=[CH:32][CH:33]=[CH:28][C:29]=1[C:34](=[CH:39][O:40][CH3:41])[C:35]([O:37][CH3:38])=[O:36] |f:1.2,^1:14|. Procedure: A solution of 11.0 g (36 mmol) of ethyl 1,2-dimethyl-3,3-dibromocyclopropanecarboxylate (prepared according to Intermediate 12a) and 2.2 g (40 mmol) of potassium hydroxide in 100 ml of ethanol was stirred for 6 hours at 60° C. and then evaporated down. The solution was covered with a layer of diethyl ether, after which the resulting precipitate was separated off and washed with diethyl ether. Subsequent reaction of the resulting potassium salt of dimethyldibromocyclopropanecarboxylic acid in 60 ... Starting materials: CCOC(=O)N1c2cc(CO)c(OC)cc2C(N(Cc2cc(C(F)(F)F)cc(C(F)(F)F)c2)C(=O)OC)CC1C, CN(C)C=O, COC(=O)N(Cc1cc(C(F)(F)F)cc(C(F)(F)F)c1)C1CC(C)N(C(=O)O)c2cc(CO)c(OC)cc21, [H-], CI, [Na+], O. Yields the product CCOC(=O)N1c2cc(COC)c(OC)cc2C(N(Cc2cc(C(F)(F)F)cc(C(F)(F)F)c2)C(=O)OC)CC1C. RXN SMILES: [CH2:41]([CH3:42])[O:43][C:44](=[O:45])[N:46]1[CH:47]([CH3:80])[CH2:48][CH:49]([N:60]([C:61](=[O:62])[O:63][CH3:64])[CH2:65][c:66]2[cH:67][c:68]([C:76]([F:77])([F:78])[F:79])[cH:69][c:70]([C:72]([F:73])([F:74])[F:75])[cH:71]2)[c:50]2[cH:51][c:52]([O:58][CH3:59])[c:53]([CH2:56][OH:57])[cH:54][c:55]21.[CH3:83][N:84]([CH3:85])[CH:86]=[O:87].[F:3][C:4]([F:5])([F:6])[c:7]1[cH:8][c:9]([CH2:17][N:18]([C:19]([O:20][CH3:21])=[O:22])[CH:23]2[c:24]3[c:25]([cH:26][c:27]([CH2:28][OH:29])[c:30]([O:31][CH3:32])[cH:33]3)[N:34]([C:35]([OH:36])=[O:37])[CH:38]([CH3:39])[CH2:40]2)[cH:10][c:11]([C:12]([F:13])([F:14])[F:15])[cH:16]1.[H-:1].[I:81][CH3:82].[Na+:2].[OH2:88]>>[CH3:4][O:57][CH2:56][c:53]1[c:52]([O:58][CH3:59])[cH:51][c:50]2[c:55]([cH:54]1)[N:46]([C:44]([O:43][CH2:41][CH3:42])=[O:45])[CH:47]([CH3:80])[CH2:48][CH:49]2[N:60]([C:61](=[O:62])[O:63][CH3:64])[CH2:65][c:66]1[cH:67][c:68]([C:76]([F:77])([F:78])[F:79])[cH:69][c:70]([C:72]([F:73])([F:74])[F:75])[cH:71]1. Reactants: BrCCCCCCCCCCCCCC (1-bromotetradecane), CC1=C(C(=CC=C1)C)O (2,6-dimethylphenol), C(=O)([O-])[O-].[K+].[K+] (K2CO3). Run in CC#N (CH3CN). The product is C(CCCCCCCCCCCCC)OC1=C(C=CC=C1C)C (1-tetradecyloxy-2,6-dimethylbenzene). The yield is 99.3%. Reaction SMILES: Br[CH2:2][CH2:3][CH2:4][CH2:5][CH2:6][CH2:7][CH2:8][CH2:9][CH2:10][CH2:11][CH2:12][CH2:13][CH2:14][CH3:15].[CH3:16][C:17]1[CH:22]=[CH:21][CH:20]=[C:19]([CH3:23])[C:18]=1[OH:24].C([O-])([O-])=O.[K+].[K+]>CC#N>[CH2:2]([O:24][C:18]1[C:19]([CH3:23])=[CH:20][CH:21]=[CH:22][C:17]=1[CH3:16])[CH2:3][CH2:4][CH2:5][CH2:6][CH2:7][CH2:8][CH2:9][CH2:10][CH2:11][CH2:12][CH2:13][CH2:14][CH3:15] |f:2.3.4|. Procedure: The product was generated via general protocol A using 1-bromotetradecane (44.7 mL, 0.147 mol), 2,6-dimethylphenol (20.0 g, 0.162 mol), K2CO3 (81.3 g, 0.588 mol) and CH3CN (150 mL). Yielded 46.5 g (99.3%) of a yellow/orange liquid. 1H NMR (CDCl3, 400 MHz) δ: 7.01 (d, 4J=7.3 Hz, 2H, Ar—H), 6.91 (t, 3J=6.8 Hz, 3H, Ar—H), 3.76 (t, 3J=6.7 Hz, 2H, OCH2), 2.28 (s, 6H, Ar—CH3), 1.81 (p, 3J=7.1 Hz, 2H, OCH2CH2), 1.50 (p, 3J=7.4 Hz, 2H, OCH2CH2CH2), 1.36-1.27 (m, 22H), 0.89 (t, 3J=6.9 Hz, 3H, CH2CH3). 13... The reactants are CO, [Na+], [OH-], COC(=O)COc1cccc(CCc2nc(-c3ccsc3)c(-c3ccsc3)o2)c1. Yields the product O=C(O)COc1cccc(CCc2nc(-c3ccsc3)c(-c3ccsc3)o2)c1. Reaction SMILES: [CH3:32][OH:33].[Na+:31].[OH-:30].[s:1]1[cH:2][c:3](-[c:6]2[n:7][c:8]([CH2:16][CH2:17][c:18]3[cH:19][c:20]([O:21][CH2:22][C:23](=[O:24])[O:25][CH3:26])[cH:27][cH:28][cH:29]3)[o:9][c:10]2-[c:11]2[cH:12][s:13][cH:14][cH:15]2)[cH:4][cH:5]1>>[s:1]1[cH:2][c:3](-[c:6]2[n:7][c:8]([CH2:16][CH2:17][c:18]3[cH:19][c:20]([O:21][CH2:22][C:23](=[O:24])[OH:25])[cH:27][cH:28][cH:29]3)[o:9][c:10]2-[c:11]2[cH:12][s:13][cH:14][cH:15]2)[cH:4][cH:5]1. The reactants are C(=O)([O-])[O-].[K+].[K+] (K2CO3), ClC1=CC=C(C=C1)N(C(C)=O)[C@@H]1C[C@@H](N(C2=CC=CC=C12)C(C1=CC=C(C=C1)O)=O)C ((2S,4R)-N-(4-Chloro-phenyl)-N-[1-(4-hydroxy-benzoyl)-2-methyl-1,2,3,4-tetrahydro-quinolin-4-yl]-acetamide), BrCCCN1C=CC=C1 (1-(3-bromopropyl)-pyrrole). Solvent: CN(C)C=O (DMF). Conditions: temperature 70 celsius, time 3 hour. Product: ClC1=CC=C(C=C1)N(C(C)=O)[C@@H]1C[C@@H](N(C2=CC=CC=C12)C(C1=CC=C(C=C1)OCCCN1C=CC=C1)=O)C ((2S,4R)-N-(4-Chloro-phenyl)-N-{2-methyl-1-[4-(3-pyrrol-1-yl-propoxy)-benzoyl]-1,2,3,4-tetrahydro-quinolin-4-yl}-acetamide). As a reaction SMILES: [Cl:1][C:2]1[CH:7]=[CH:6][C:5]([N:8]([C@H:12]2[C:21]3[C:16](=[CH:17][CH:18]=[CH:19][CH:20]=3)[N:15]([C:22](=[O:30])[C:23]3[CH:28]=[CH:27][C:26]([OH:29])=[CH:25][CH:24]=3)[C@@H:14]([CH3:31])[CH2:13]2)[C:9](=[O:11])[CH3:10])=[CH:4][CH:3]=1.C([O-])([O-])=O.[K+].[K+].Br[CH2:39][CH2:40][CH2:41][N:42]1[CH:46]=[CH:45][CH:44]=[CH:43]1>CN(C=O)C>[Cl:1][C:2]1[CH:3]=[CH:4][C:5]([N:8]([C@H:12]2[C:21]3[C:16](=[CH:17][CH:18]=[CH:19][CH:20]=3)[N:15]([C:22](=[O:30])[C:23]3[CH:24]=[CH:25][C:26]([O:29][CH2:39][CH2:40][CH2:41][N:42]4[CH:46]=[CH:45][CH:44]=[CH:43]4)=[CH:27][CH:28]=3)[C@@H:14]([CH3:31])[CH2:13]2)[C:9](=[O:11])[CH3:10])=[CH:6][CH:7]=1 |f:1.2.3|. Procedure details: (2S,4R)-N-(4-Chloro-phenyl)-N-[1-(4-hydroxy-benzoyl)-2-methyl-1,2,3,4-tetrahydro-quinolin-4-yl]-acetamide (75 mg, 0.17 mmol) was dissolved in DMF (1 mL) at room temperature. K2CO3 (47 mg, 0.34 mmol) was added followed by 1-(3-bromopropyl)-pyrrole and the reaction was allowed to stir at 70° C. for 3 hrs. The reaction mixture was concentrated in vacuo. The residue was partitioned between ethyl acetate and water, then extracted three times with ethyl acetate. Organic layers were washed with brine, ... Reactants: Cc1cccc(C)c1Br, O=C1CCC(=O)N1Br, ClC(Cl)(Cl)Cl, O=C(OOOC(=O)c1ccccc1-c1ccccc1)c1ccccc1-c1ccccc1. The product is Cc1cccc(CBr)c1Br. As a reaction SMILES: [Br:1][c:2]1[c:3]([CH3:9])[cH:4][cH:5][cH:6][c:7]1[CH3:8].[Br:41][N:42]1[C:43](=[O:44])[CH2:45][CH2:46][C:47]1=[O:48].[C:49]([Cl:50])([Cl:51])([Cl:52])[Cl:53].[c:10]1(-[c:11]2[c:12]([C:13]([O:14][O:15][O:16][C:17](=[O:18])[c:19]3[c:20](-[c:21]4[cH:22][cH:23][cH:24][cH:25][cH:26]4)[cH:27][cH:28][cH:29][cH:30]3)=[O:31])[cH:32][cH:33][cH:34][cH:35]2)[cH:36][cH:37][cH:38][cH:39][cH:40]1>>[Br:1][c:2]1[c:3]([CH2:9][Br:41])[cH:4][cH:5][cH:6][c:7]1[CH3:8]. The reactants are NC1=NC=CN=C1 (2-aminopyrazine), BrCC(OC)OC (2-bromo-1,1-dimethoxyethane). Reagents/catalysts: Cl (hydrochloric acid). The solvent is C(C)O (ethanol). Yields the product N=1C=CN2C1C=NC=C2 (Imidazo[1,2-a]pyrazine). Yield: 21.4%. RXN SMILES: [NH2:1][C:2]1[CH:7]=[N:6][CH:5]=[CH:4][N:3]=1.Br[CH2:9][CH:10](OC)OC>C(O)C.Cl>[N:1]1[CH:9]=[CH:10][N:3]2[CH:4]=[CH:5][N:6]=[CH:7][C:2]=12. Procedure: To a solution of 2-aminopyrazine (2.0 g, 21.03 mmol) in ethanol (40 mL) was added 2-bromo-1,1-dimethoxyethane (2.5 mL, 21.03 mmol) followed by 5 drops of concentrated hydrochloric acid. After refluxing for 14 hours, the solvent was evaporated. The residue was partitioned between ethyl acetate and saturated aqueous sodium bicarbonate solution. The aqueous layer was extracted with ethyl acetate (3×). The combined organic phase was washed with brine, dried over magnesium sulfate, and concentrated. ...